Dataset: the Open Reaction Database (ORD), a public repository of structured organic reaction records. Task: describe an organic reaction: reactants, conditions, products, and yield Product: CC(C)N(CCN1C(=O)C(=NNC(=O)NCc2ccccc2)c2ccccc21)C(C)C. Reaction SMILES: [C:37](=[O:38])([OH:39])[O-:40].[CH2:22]([c:23]1[cH:24][cH:25][cH:26][cH:27][cH:28]1)[NH:29][C:30]([NH:31][NH2:32])=[O:33].[CH3:34][CH2:35][OH:36].[CH:1]([CH3:2])([CH3:3])[N:4]([CH2:5][CH2:6][N:7]1[C:8](=[O:9])[C:10](=[O:11])[c:12]2[cH:13][cH:14][cH:15][cH:16][c:17]21)[CH:18]([CH3:19])[CH3:20].[ClH:21].[Na+:41].[OH2:42]>>[CH:1]([CH3:2])([CH3:3])[N:4]([CH2:5][CH2:6][N:7]1[C:8](=[O:9])[C:10](=[N:32][NH:31][C:30]([NH:29][CH2:22][c:23]2[cH:24][cH:25][cH:26][cH:27][cH:28]2)=[O:33])[c:12]2[cH:13][cH:14][cH:15][cH:16][c:17]21)[CH:18]([CH3:19])[CH3:20]. The reactants are O=C([O-])O, NNC(=O)NCc1ccccc1, CCO, CC(C)N(CCN1C(=O)C(=O)c2ccccc21)C(C)C, Cl, [Na+], O. The reactants are BrC1=CC(=C(C=C1)C=1C=C(N=NC1)C)OC (5-(4-Bromo-2-methoxyphenyl)-3-methylpyridazine), CC(C)([O-])C.[Na+] (sodium tert-butoxide), C(C1=CC=CC=C1)(C1=CC=CC=C1)=N (benzophenone imine), CC(=O)[O-].[Na+] (NaOAc), [NH4+] (ammonium), C([O-])([O-])=O.[Na+].[Na+] (Sodium carbonate). The reagents and catalysts are C=1C=CC(=CC1)/C=C/C(=O)/C=C/C2=CC=CC=C2.C=1C=CC(=CC1)/C=C/C(=O)/C=C/C2=CC=CC=C2.C=1C=CC(=CC1)/C=C/C(=O)/C=C/C2=CC=CC=C2.[Pd].[Pd] (Pd2(dba)3), C=1C=CC(=CC1)P(C=2C=CC=CC2)C3=CC=C4C=CC=CC4=C3C5=C6C=CC=CC6=CC=C5P(C=7C=CC=CC7)C=8C=CC=CC8 (BINAP). The solvent is C1(=CC=CC=C1)C (toluene). Reaction conditions: temperature 80 celsius, time 8 hour. The product is COC=1C=C(N)C=CC1C1=CN=NC(=C1)C (3-Methoxy-4-(6-methylpyridazin-4-yl)aniline). The yield is 92.9%. RXN SMILES: Br[C:2]1[CH:7]=[CH:6][C:5]([C:8]2[CH:9]=[C:10]([CH3:14])[N:11]=[N:12][CH:13]=2)=[C:4]([O:15][CH3:16])[CH:3]=1.CC(C)([O-])C.[Na+].C(=[NH:36])(C1C=CC=CC=1)C1C=CC=CC=1.CC([O-])=O.[Na+].[NH4+].C(=O)([O-])[O-].[Na+].[Na+]>C1C=CC(/C=C/C(/C=C/C2C=CC=CC=2)=O)=CC=1.C1C=CC(/C=C/C(/C=C/C2C=CC=CC=2)=O)=CC=1.C1C=CC(/C=C/C(/C=C/C2C=CC=CC=2)=O)=CC=1.[Pd].[Pd].C1C=CC(P(C2C(C3C(P(C4C=CC=CC=4)C4C=CC=CC=4)=CC=C4C=3C=CC=C4)=C3C(C=CC=C3)=CC=2)C2C=CC=CC=2)=CC=1.C1(C)C=CC=CC=1>[CH3:16][O:15][C:4]1[CH:3]=[C:2]([CH:7]=[CH:6][C:5]=1[C:8]1[CH:9]=[C:10]([CH3:14])[N:11]=[N:12][CH:13]=1)[NH2:36] |f:1.2,4.5,7.8.9,10.11.12.13.14|. Procedure: 5-(4-Bromo-2-methoxyphenyl)-3-methylpyridazine (1.72 g, 6.20 mmol), Pd2(dba)3 (57 mg, 0.062 mmol), BINAP (116 mg, 0.19 mmol), sodium tert-butoxide (833 mg, 8.68 mmol), benzophenone imine (1.25 mL, 7.44 mmol) and toluene (30 mL) were added into a sealed tube. The flask was purged with N2 three times. The reaction was stirred at 80° C. overnight and then cooled down, filtered through a pad of diatomaceous earth and the filter was washed with MTBE. The filtrate was concentrated. The residue was dis... Starting materials: C=CC1CC1(NC(=O)OC(C)(C)C)C(=O)OCC, CCOC(C)=O, [Li+], C1CCOC1, [OH-], O, O. Product: C=CC1CC1(NC(=O)OC(C)(C)C)C(=O)O. Reaction SMILES: [C:1]([CH3:2])([CH3:3])([CH3:4])[O:5][C:6](=[O:7])[NH:8][C:9]1([C:14](=[O:15])[O:16][CH2:17][CH3:18])[CH:10]([CH:12]=[CH2:13])[CH2:11]1.[CH3:28][CH2:29][O:30][C:31](=[O:32])[CH3:33].[Li+:27].[O:20]1[CH2:21][CH2:22][CH2:23][CH2:24]1.[OH-:26].[OH2:19].[OH2:25]>>[C:1]([CH3:2])([CH3:3])([CH3:4])[O:5][C:6](=[O:7])[NH:8][C:9]1([C:14](=[O:15])[OH:16])[CH:10]([CH:12]=[CH2:13])[CH2:11]1.